The task is: describe an organic reaction: reactants, conditions, products, and yield. This data is from the Open Reaction Database (ORD), a public repository of structured organic reaction records. The yield is 78.6%. RXN SMILES: [NH2:1][C:2]1[C:10]([Cl:11])=[CH:9][C:8]([Cl:12])=[CH:7][C:3]=1[C:4]([OH:6])=[O:5].S(=O)(=O)(O)O.[CH3:18]O>>[CH3:18][O:5][C:4](=[O:6])[C:3]1[CH:7]=[C:8]([Cl:12])[CH:9]=[C:10]([Cl:11])[C:2]=1[NH2:1]. Procedure details: To a 500 mL round-bottom flask, 0.2 mol of 2-amino-3,5-dichlorobenzoic acid having a structural formula of IV-4, 300 mL of methanol, and 5 mL of concentrated sulfuric acid were added, heated to 64° C. and reacted for 12 hours (into which 3 mL of concentrated sulfuric acid was added twice), after cooling most of the solvent was removed under reduced pressure, and 300 mL of water was added, the pH was adjusted to 9-10 with a saturated sodium hydroxide solution, extracted with 200 mL of ethyl aceta... Conditions: temperature 64 celsius. Yields the product crude product, COC(C1=C(C(=CC(=C1)Cl)Cl)N)=O (2-amino-3,5-dichlorobenzoic acid methyl ester). Starting materials: NC1=C(C(=O)O)C=C(C=C1Cl)Cl (2-amino-3,5-dichlorobenzoic acid), S(O)(O)(=O)=O (sulfuric acid), CO (methanol), S(O)(O)(=O)=O (sulfuric acid). Reaction SMILES: [C:38](=[O:39])([O-:40])[O-:41].[CH:32]1([B:35]([OH:36])[OH:37])[CH2:33][CH2:34]1.[Cl:1][c:2]1[cH:3][c:4]2[c:5]([n:6][c:7]3[n:8]2[CH2:9][CH:10]([NH:22][C:23]([O:24][C:25]([CH3:26])([CH3:27])[CH3:28])=[O:29])[CH:11]([c:13]2[c:14]([F:21])[cH:15][c:16]([F:20])[c:17]([F:19])[cH:18]2)[CH2:12]3)[cH:30][n:31]1.[K+:42].[K+:43].[O:121]1[CH2:122][CH2:123][O:124][CH2:125][CH2:126]1.[cH:44]1[cH:45][cH:46][c:47]([P:48]([Pd:49]([P:50]([c:51]2[cH:52][cH:53][cH:54][cH:55][cH:56]2)([c:57]2[cH:58][cH:59][cH:60][cH:61][cH:62]2)[c:63]2[cH:64][cH:65][cH:66][cH:67][cH:68]2)([P:69]([c:70]2[cH:71][cH:72][cH:73][cH:74][cH:75]2)([c:76]2[cH:77][cH:78][cH:79][cH:80][cH:81]2)[c:82]2[cH:83][cH:84][cH:85][cH:86][cH:87]2)[P:88]([c:89]2[cH:90][cH:91][cH:92][cH:93][cH:94]2)([c:95]2[cH:96][cH:97][cH:98][cH:99][cH:100]2)[c:101]2[cH:102][cH:103][cH:104][cH:105][cH:106]2)([c:107]2[cH:108][cH:109][cH:110][cH:111][cH:112]2)[c:113]2[cH:114][cH:115][cH:116][cH:117][cH:118]2)[cH:119][cH:120]1>>[c:2]1([CH:32]2[CH2:33][CH2:34]2)[cH:3][c:4]2[c:5]([n:6][c:7]3[n:8]2[CH2:9][CH:10]([NH:22][C:23]([O:24][C:25]([CH3:26])([CH3:27])[CH3:28])=[O:29])[CH:11]([c:13]2[c:14]([F:21])[cH:15][c:16]([F:20])[c:17]([F:19])[cH:18]2)[CH2:12]3)[cH:30][n:31]1. Reactants: O=C([O-])[O-], OB(O)C1CC1, CC(C)(C)OC(=O)NC1Cn2c(nc3cnc(Cl)cc32)CC1c1cc(F)c(F)cc1F, [K+], [K+], C1COCCO1, c1ccc(P(c2ccccc2)(c2ccccc2)[Pd](P(c2ccccc2)(c2ccccc2)c2ccccc2)(P(c2ccccc2)(c2ccccc2)c2ccccc2)P(c2ccccc2)(c2ccccc2)c2ccccc2)cc1. Product: CC(C)(C)OC(=O)NC1Cn2c(nc3cnc(C4CC4)cc32)CC1c1cc(F)c(F)cc1F. Reactants: C[Si](Br)(C)C (trimethylbromosilane), C(C)OC(C(\C=C(\CP(=O)(OC(C)C)OC(C)C)/C)NC=O)=O (E-2-formylamino-4-methyl-5-diisopropylphosphono-3-pentenoic acid ethyl ester), C(C)O (ethanol). Solvent: ClCCl (dichloromethane). Reaction conditions: time 20 hour. Yields the product C(C)OC(C(\C=C(\CP(=O)(O)O)/C)N)=O (E-2-amino-4-methyl-5 -phosphono-3-pentenoic acid ethyl ester). Reaction SMILES: C[Si](C)(C)Br.[CH2:6]([O:8][C:9](=[O:28])[CH:10]([NH:25]C=O)/[CH:11]=[C:12](\[CH3:24])/[CH2:13][P:14]([O:20]C(C)C)([O:16]C(C)C)=[O:15])[CH3:7].C(O)C>ClCCl>[CH2:6]([O:8][C:9](=[O:28])[CH:10]([NH2:25])/[CH:11]=[C:12](\[CH3:24])/[CH2:13][P:14]([OH:16])([OH:20])=[O:15])[CH3:7]. Reported procedure: 56.7 ml of trimethylbromosilane are added dropwise within a period of 15 minutes at 20° to a solution of 25.42 g of E-2-formylamino-4-methyl-5-diisopropylphosphono-3-pentenoic acid ethyl ester in 102 ml of dry dichloromethane. After stirring at room temperaturefor 20 hours, 102 ml of ethanol are added dropwise within a period of 15 minutes, and the whole is stirred for a further 20 hours. The clear reaction solution is then completely concentrated by evaporation in vacuo.The residue is concentra... The reactants are diglycerides, C1(CCC(=O)O1)=O (succinic anhydride), CC(C)CCC[C@@H](C)[C@H]1CC[C@H]2[C@@H]3CC=C4C[C@@H](O)CC[C@]4(C)[C@H]3CC[C@]12C (cholesterol), C1(CCC(=O)O1)=O (succinic anhydride). Yields the product C[C@H](CCCC(C)C)[C@H]1CC[C@@H]2[C@@]1(CC[C@H]3[C@H]2CC=C4[C@@]3(CC[C@@H](C4)OC(=O)CCC(=O)O)C)C (cholesteryl hemisuccinate). As a reaction SMILES: [C:1]1(=[O:7])[O:6][C:4](=[O:5])[CH2:3][CH2:2]1.[CH3:8][CH:9]([CH2:11][CH2:12][CH2:13][C@H:14]([C@@H:16]1[C@:34]2([CH3:35])[C@H:19]([C@H:20]3[C@H:31]([CH2:32][CH2:33]2)[C@:29]2([CH3:30])[C:23]([CH2:24][C@H:25]([CH2:27][CH2:28]2)[OH:26])=[CH:22][CH2:21]3)[CH2:18][CH2:17]1)[CH3:15])[CH3:10]>>[CH3:15][C@@H:14]([C@@H:16]1[C@@:34]2([CH3:35])[CH2:33][CH2:32][C@@H:31]3[C@@:29]4([CH3:30])[CH2:28][CH2:27][C@H:25]([O:26][C:4]([CH2:3][CH2:2][C:1]([OH:6])=[O:7])=[O:5])[CH2:24][C:23]4=[CH:22][CH2:21][C@H:20]3[C@@H:19]2[CH2:18][CH2:17]1)[CH2:13][CH2:12][CH2:11][CH:9]([CH3:8])[CH3:10]. Procedure: As shown in FIG. 1, butterfat 102 at a fluid temperature greater than 40° C. is continuously introduced at a predetermined rate (e.g., 10 lb/min) into a continuous reactor system 104, which is maintained at a reaction temperature of 170° C. Molten succinic anhydride 106 is metered from storage tank 106 into reactor 104 together with a recycle succinic anhydride stream 108, which will be described in more detail hereinafter. The combined succinic anhydride streams 106, 108 are metered into the co... Starting materials: [Cl-].[Al+3].[Cl-].[Cl-] (aluminium chloride), ice water, C(CCC)S (butylmercaptan), COC1=CC=C(C=C1)C1=NN(C2=NC=CC=C21)C2=CC=C(C=C2)C (3-(4-methoxyphenyl)-1(4-methylphenyl)-1H-pyrazolo[3,4-b]pyridine). Solvent: ClCCl (dichloromethane). Yields the product OC1=CC=C(C=C1)C1=NN(C2=NC=CC=C21)C2=CC=C(C=C2)C (3-(4-hydroxyphenyl)-1-(4-methyl- phenyl)-1H-pyrazolo[3,4-b]pyridine). Yield: 81.6%. RXN SMILES: [Cl-].[Al+3].[Cl-].[Cl-].C(S)CCC.C[O:11][C:12]1[CH:17]=[CH:16][C:15]([C:18]2[C:26]3[C:21](=[N:22][CH:23]=[CH:24][CH:25]=3)[N:20]([C:27]3[CH:32]=[CH:31][C:30]([CH3:33])=[CH:29][CH:28]=3)[N:19]=2)=[CH:14][CH:13]=1>ClCCl>[OH:11][C:12]1[CH:13]=[CH:14][C:15]([C:18]2[C:26]3[C:21](=[N:22][CH:23]=[CH:24][CH:25]=3)[N:20]([C:27]3[CH:28]=[CH:29][C:30]([CH3:33])=[CH:31][CH:32]=3)[N:19]=2)=[CH:16][CH:17]=1 |f:0.1.2.3|. Procedure details: In 250 ml of dichloromethane was suspended 22.4 g of anhydrous aluminium chloride. While stirring, 22.4 ml of butylmercaptan was added. After the mixture was stirred at room temperature for 1 hour, 17.7 g of 3-(4-methoxyphenyl)-1(4-methylphenyl)-1H-pyrazolo[3,4-b]pyridine was added thereto under ice-cooling. After the mixture was stirred at room temperature for 4 hours, the reaction mixture was poured into about 1 l of ice-water. The resulting crystals were collected by filtration, washed with w... Starting materials: CC(C(C=O)O[Si](C)(C)C(C)(C)C)C (3-methyl-2-(tert-butyldimethylsilyloxy)butanal), C(C)(=O)OCC (ethyl acetate), [BH4-].[Na+] (sodium borohydride). Solvent: C1CCOC1 (THF), C(C)O (ethanol). Run at time 20 minute. Yields the product CC(C(CO)O[Si](C)(C)C(C)(C)C)C (3-methyl-2-(tert-butyldimethylsilyloxy)-1-butanol). Reaction SMILES: [CH3:1][CH:2]([CH3:14])[CH:3]([O:6][Si:7]([C:10]([CH3:13])([CH3:12])[CH3:11])([CH3:9])[CH3:8])[CH:4]=[O:5].[BH4-].[Na+].C(OCC)(=O)C>C1COCC1.C(O)C>[CH3:1][CH:2]([CH3:14])[CH:3]([O:6][Si:7]([C:10]([CH3:11])([CH3:13])[CH3:12])([CH3:8])[CH3:9])[CH2:4][OH:5] |f:1.2|. Procedure: A stirred, ice-cooled solution of 3-methyl-2-(tert-butyldimethylsilyloxy)butanal (Preparation 7) (0.5 g) in THF (4 ml) and ethanol (8 ml) was treated with sodium borohydride (0.1 g). After 20 minutes, the reaction mixture was worked-up (ethyl acetate) to give the intermediate 3-methyl-2-(tert-butyldimethylsilyloxy)-1-butanol as an oil. This was dissolved in dichloromethane (5 ml), cooled to 0° C., and treated with pyridine (0.5 ml) and trifluoromethansulphonic anhydride (0.5 ml). After stirring ... Solvent: C(C)(=O)OCC (ethyl acetate), CN(C=O)C (N,N-dimethylformamide). Procedure: (3,5-Bis-trifluoromethyl-benzyl)-(5-bromo-pyrimidin-2-yl)-amine (315 mg) and 4-benzyloxy-2-chloromethyl-5′-isopropyl-2′-methoxy-biphenyl (300 mg) are dissolved in N,N-dimethylformamide (5 ml) and thereto is added sodium hydride (60%) (40.9 mg) under ice-cooling, and the mixture is stirred at room temperature overnight. Thereto are added a saturated aqueous ammonium chloride solution and ethyl acetate, and the mixture is separated, and the organic layer is washed with a saturated brine, dried ove... Isolated yield 78.1%. As a reaction SMILES: [F:1][C:2]([F:23])([F:22])[C:3]1[CH:4]=[C:5]([CH:15]=[C:16]([C:18]([F:21])([F:20])[F:19])[CH:17]=1)[CH2:6][NH:7][C:8]1[N:13]=[CH:12][C:11]([Br:14])=[CH:10][N:9]=1.[CH2:24]([O:31][C:32]1[CH:37]=[CH:36][C:35]([C:38]2[CH:43]=[C:42]([CH:44]([CH3:46])[CH3:45])[CH:41]=[CH:40][C:39]=2[O:47][CH3:48])=[C:34]([CH2:49]Cl)[CH:33]=1)[C:25]1[CH:30]=[CH:29][CH:28]=[CH:27][CH:26]=1.[H-].[Na+].[Cl-].[NH4+]>CN(C)C=O.C(OCC)(=O)C>[CH2:24]([O:31][C:32]1[CH:37]=[CH:36][C:35]([C:38]2[CH:43]=[C:42]([CH:44]([CH3:46])[CH3:45])[CH:41]=[CH:40][C:39]=2[O:47][CH3:48])=[C:34]([CH2:49][N:7]([CH2:6][C:5]2[CH:15]=[C:16]([C:18]([F:21])([F:20])[F:19])[CH:17]=[C:3]([C:2]([F:1])([F:22])[F:23])[CH:4]=2)[C:8]2[N:13]=[CH:12][C:11]([Br:14])=[CH:10][N:9]=2)[CH:33]=1)[C:25]1[CH:26]=[CH:27][CH:28]=[CH:29][CH:30]=1 |f:2.3,4.5|. Conditions: time 8 hour. The product is C(C1=CC=CC=C1)OC1=CC(=C(C=C1)C1=C(C=CC(=C1)C(C)C)OC)CN(C1=NC=C(C=N1)Br)CC1=CC(=CC(=C1)C(F)(F)F)C(F)(F)F ((4-benzyloxy-5′-isopropyl-2′-methoxy-biphenyl-2-ylmethyl)-(3,5-bis-trifluoromethyl-benzyl)-(5-bromo-pyrimidin-2-yl)-amine). Reactants: [Cl-].[NH4+] (ammonium chloride), FC(C=1C=C(CNC2=NC=C(C=N2)Br)C=C(C1)C(F)(F)F)(F)F ((3,5-Bis-trifluoromethyl-benzyl)-(5-bromo-pyrimidin-2-yl)-amine), C(C1=CC=CC=C1)OC1=CC(=C(C=C1)C1=C(C=CC(=C1)C(C)C)OC)CCl (4-benzyloxy-2-chloromethyl-5′-isopropyl-2′-methoxy-biphenyl), [H-].[Na+] (sodium hydride).